From a dataset of the Open Reaction Database (ORD), a public repository of structured organic reaction records. describe an organic reaction: reactants, conditions, products, and yield Reactants: N1C=NC(=C1)C1=NC=CC(=C1)C#N (2-(1H-imidazol-4-yl)pyridine-4-carbonitrile), ClCC1CN(CCC1)C (3-chloromethyl-methyl piperidine). Product: CN1CC(CCC1)CN1C=NC(=C1)C1=NC=CC(=C1)C#N (2-{1-[(1-methylpiperidin-3-yl)methyl]-1H-imidazol-4-yl}pyridine-4-carbonitrile). Reaction SMILES: [NH:1]1[CH:5]=[C:4]([C:6]2[CH:11]=[C:10]([C:12]#[N:13])[CH:9]=[CH:8][N:7]=2)[N:3]=[CH:2]1.Cl[CH2:15][CH:16]1[CH2:21][CH2:20][CH2:19][N:18]([CH3:22])[CH2:17]1>>[CH3:22][N:18]1[CH2:19][CH2:20][CH2:21][CH:16]([CH2:15][N:1]2[CH:5]=[C:4]([C:6]3[CH:11]=[C:10]([C:12]#[N:13])[CH:9]=[CH:8][N:7]=3)[N:3]=[CH:2]2)[CH2:17]1. Reported procedure: The title compound was prepared from 2-(1H-imidazol-4-yl)pyridine-4-carbonitrile and 3-chloromethyl-methyl piperidine according to the procedure for the preparation of Example 43, part A (heating to 120°). [M+H] Calc'd for C16H19N5, 282. Found, 282.